This data is from the Open Reaction Database (ORD), a public repository of structured organic reaction records. The task is: describe an organic reaction: reactants, conditions, products, and yield The reactants are BrC1=CC2=C(CN(CCO2)C(=O)OC(C)(C)C)C=C1 (tert-butyl 8-bromo-2,3-dihydro-1,4-benzoxazepine-4(5H)-carboxylate), C(C)NC (N-ethyl-N-methylamine), CC(C)([O-])C.[Na+] (sodium tert-butoxide), O (water). The reagents and catalysts are C=1C=CC(=CC1)/C=C/C(=O)/C=C/C2=CC=CC=C2.C=1C=CC(=CC1)/C=C/C(=O)/C=C/C2=CC=CC=C2.C=1C=CC(=CC1)/C=C/C(=O)/C=C/C2=CC=CC=C2.[Pd].[Pd] (tris(dibenzylideneacetone)dipalladium(0)), CC(C)C1=CC(=C(C(=C1)C(C)C)C2=C(C=CC=C2)P(C3CCCCC3)C4CCCCC4)C(C)C (X-phos). The solvent is O1CCOCC1 (dioxane). Yields the product C(C)N(C1=CC2=C(CN(CCO2)C(=O)OC(C)(C)C)C=C1)C (tert-butyl 8-[ethyl(methyl)amino]-2,3-dihydro-1,4-benzoxazepine-4(5H)-carboxylate). The yield is 82.0%. Reaction SMILES: Br[C:2]1[CH:19]=[CH:18][C:5]2[CH2:6][N:7]([C:11]([O:13][C:14]([CH3:17])([CH3:16])[CH3:15])=[O:12])[CH2:8][CH2:9][O:10][C:4]=2[CH:3]=1.[CH2:20]([NH:22][CH3:23])[CH3:21].CC(C)([O-])C.[Na+].O>O1CCOCC1.C1C=CC(/C=C/C(/C=C/C2C=CC=CC=2)=O)=CC=1.C1C=CC(/C=C/C(/C=C/C2C=CC=CC=2)=O)=CC=1.C1C=CC(/C=C/C(/C=C/C2C=CC=CC=2)=O)=CC=1.[Pd].[Pd].CC(C1C=C(C(C)C)C(C2C=CC=CC=2P(C2CCCCC2)C2CCCCC2)=C(C(C)C)C=1)C>[CH2:20]([N:22]([CH3:23])[C:2]1[CH:19]=[CH:18][C:5]2[CH2:6][N:7]([C:11]([O:13][C:14]([CH3:17])([CH3:16])[CH3:15])=[O:12])[CH2:8][CH2:9][O:10][C:4]=2[CH:3]=1)[CH3:21] |f:2.3,6.7.8.9.10|. Procedure: A solution of tert-butyl 8-bromo-2,3-dihydro-1,4-benzoxazepine-4(5H)-carboxylate (300 mg, 0.915 mmol), N-ethyl-N-methylamine (0.258 ml, 3.00 mmol), X-phos (26.1 mg, 0.0546 mmol), tris(dibenzylideneacetone)dipalladium(0) (16.6 mg, 0.00187 mmol) and sodium tert-butoxide (131 mg, 1.37 mmol) in dioxane (6 ml) was stirred under an argon atmosphere for 2 hr at 80° C. The reaction mixture was poured into water, and the mixture was extracted with ethyl acetate. The extract was washed with water and drie...